From a dataset of the Open Reaction Database (ORD), a public repository of structured organic reaction records. describe an organic reaction: reactants, conditions, products, and yield The solvent is CN(C)C=O (DMF), oil, CN(C)C=O (DMF). Starting materials: BrCC(=O)N(C1=CC=CC=C1)C (2-bromo-N-methyl-N-phenylacetamide), [H-].[Na+] (Sodium hydride), CC1=NC(C(NC2=C1C=CC=C2)=O)NC(OCC2=CC=CC=C2)=O (phenylmethyl [2,3-dihydro-5-methyl-2-oxo-1H-1,4-benzodiazepin-3-yl]carbamate). Conditions: time 0.5 hour. Isolated yield 39.0%. Reaction SMILES: [H-].[Na+].[CH3:3][C:4]1[C:10]2[CH:11]=[CH:12][CH:13]=[CH:14][C:9]=2[NH:8][C:7](=[O:15])[CH:6]([NH:16][C:17](=[O:26])[O:18][CH2:19][C:20]2[CH:25]=[CH:24][CH:23]=[CH:22][CH:21]=2)[N:5]=1.Br[CH2:28][C:29]([N:31]([CH3:38])[C:32]1[CH:37]=[CH:36][CH:35]=[CH:34][CH:33]=1)=[O:30]>CN(C=O)C>[CH3:3][C:4]1[C:10]2[CH:11]=[CH:12][CH:13]=[CH:14][C:9]=2[N:8]([CH2:28][C:29]([N:31]([CH3:38])[C:32]2[CH:37]=[CH:36][CH:35]=[CH:34][CH:33]=2)=[O:30])[C:7](=[O:15])[CH:6]([NH:16][C:17](=[O:26])[O:18][CH2:19][C:20]2[CH:25]=[CH:24][CH:23]=[CH:22][CH:21]=2)[N:5]=1 |f:0.1|. Procedure details: 80% Sodium hydride in oil (102 mg) was added to a solution of phenylmethyl [2,3-dihydro-5-methyl-2-oxo-1H-1,4-benzodiazepin-3-yl]carbamate (1.00 g) in dry DMF (10 ml) under nitrogen. The mixture was stirred for 0.5 h at 23° and was treated with a solution of 2-bromo-N-methyl-N-phenylacetamide (707 mg) in dry DMF (1 ml). The mixture was stirred at 23° for 1 h, partitioned between phosphate buffer solution (pH6.5) and EA, the organic phase was washed with water and dried. The solvent was evaporate... Yields the product CC1=NC(C(N(C2=C1C=CC=C2)CC(=O)N(C2=CC=CC=C2)C)=O)NC(OCC2=CC=CC=C2)=O (Phenylmethyl [2,3-dihydro-5-methyl-1-[2-(methylphenylamino)-2-oxoethyl]-2-oxo-1H-1,4-benzodiazepin-3-yl]carbamate). The solvent is CN1CCCC1=O (NMP). Isolated yield 7.0%. Run at temperature 140 celsius. Reaction SMILES: [NH2:1][C@H:2]([CH3:7])[C:3]([CH3:6])([OH:5])[CH3:4].Cl.N[C@@H](C)C(OC)=O.[Cl:16][C:17]1[C:24]([C:25]#[C:26][Si](C)(C)C)=[C:23](F)[CH:22]=[CH:21][C:18]=1[C:19]#[N:20].C1CCN2C(=NCCC2)CC1.C([O-])(O)=O.[Na+]>CN1C(=O)CCC1>[Cl:16][C:17]1[C:18]([C:19]#[N:20])=[CH:21][CH:22]=[C:23]2[C:24]=1[CH:25]=[CH:26][N:1]2[C@@H:2]([C:3]([OH:5])([CH3:6])[CH3:4])[CH3:7] |f:1.2,5.6|. The product is ClC1=C2C=CN(C2=CC=C1C#N)[C@H](C)C(C)(C)O ((R)-4-chloro-1-(3-hydroxy-3-methylbutan-2-yl)-1H-indole-5-carbonitrile). Procedure details: To a solution of (R)-3-amino-2-methylbutan-2-ol (made in a manner similar to Example 21G using commercially available (S)-methyl 2-aminopropanoate, hydrochloride) (0.1084 g, 1.051 mmol) and 2-chloro-4-fluoro-3-((trimethylsilyl)ethynyl)benzonitrile (Example 32B) (0.212 g, 0.841 mmol) in anhyd NMP (4 mL) at rt was added DBU (0.475 mL, 3.15 mmol), dropwise via syringe. The reaction vial was sealed with a crimp top and subjected to microwave heating (140° C.) for 40 min. Upon cooling the mixture was... Starting materials: N[C@@H](C(C)(O)C)C ((R)-3-amino-2-methylbutan-2-ol), C1CCC2=NCCCN2CC1 (DBU), C(=O)(O)[O-].[Na+] (NaHCO3), Cl.N[C@H](C(=O)OC)C ((S)-methyl 2-aminopropanoate, hydrochloride), ClC1=C(C#N)C=CC(=C1C#C[Si](C)(C)C)F (2-chloro-4-fluoro-3-((trimethylsilyl)ethynyl)benzonitrile). Starting materials: S(=O)(Cl)Cl (Thionyl chloride), Cl.N1(CCCC1)CC(C)N1C2=CC=CC=C2SC=2C=CC(=CC12)C(=O)O (10-[(2RS)-1-(1-pyrrolidinyl)-2-propyl]-2-phenothiazinecarboxylic acid hydrochloride), C([O-])(O)=O.[Na+] (sodium bicarbonate), ClC=1C=C(CN)C=CC1 (3-Chlorobenzylamine). The solvent is C(Cl)Cl (methylene chloride), C(Cl)Cl (methylene chloride), C(C)(C)OC(C)C (isopropyl ether). Reaction conditions: temperature 25 celsius, time 3 hour. Product: ClC=1C=C(CNC(=O)C2=CC=3N(C4=CC=CC=C4SC3C=C2)C(CN2CCCC2)C)C=CC1 (N-(3-Chlorobenzyl)-10-[(2RS)-1-(1-pyrrolidinyl)-2-propyl]-2-phenothiazinecarboxamide). Yield: 60.6%. RXN SMILES: S(Cl)(Cl)=O.Cl.[N:6]1([CH2:11][CH:12]([N:14]2[C:27]3[CH:26]=[C:25]([C:28]([OH:30])=O)[CH:24]=[CH:23][C:22]=3[S:21][C:20]3[C:15]2=[CH:16][CH:17]=[CH:18][CH:19]=3)[CH3:13])[CH2:10][CH2:9][CH2:8][CH2:7]1.[Cl:31][C:32]1[CH:33]=[C:34]([CH:37]=[CH:38][CH:39]=1)[CH2:35][NH2:36].C(=O)(O)[O-].[Na+]>C(Cl)Cl.C(OC(C)C)(C)C>[Cl:31][C:32]1[CH:33]=[C:34]([CH:37]=[CH:38][CH:39]=1)[CH2:35][NH:36][C:28]([C:25]1[CH:24]=[CH:23][C:22]2[S:21][C:20]3[C:15](=[CH:16][CH:17]=[CH:18][CH:19]=3)[N:14]([CH:12]([CH3:13])[CH2:11][N:6]3[CH2:7][CH2:8][CH2:9][CH2:10]3)[C:27]=2[CH:26]=1)=[O:30] |f:1.2,4.5|. Procedure details: Thionyl chloride (3.6 cc) is added to a suspension, cooled to 5° C., of 10-[(2RS)-1-(1-pyrrolidinyl)-2-propyl]-2-phenothiazinecarboxylic acid hydrochloride (2.7 g) in methylene chloride (70 cc). The suspension is stirred for 3 hours at 25° C. and then concentrated to dryness at 30° C. under reduced pressure (30 mm Hg; 4 kPa) to give a yellow residue which is taken up with methylene chloride (50 cc) at 5° C. 3-Chlorobenzylamine (6.9 g) is added and the mixture is stirred for 12 hours at 25° C., a... Reactants: ClC1=C(C(=CC=C1)C)N1CC(N2C1=NCC2)O (7-(2-chloro-6-methyl-phenyl)-5-hydroxy-2,3,5,6-tetrahydro-imidazo[1,2-α]-imidazole). Solvent: Cl (hydrochloric acid). Conditions: time 5 minute. The product is ClC1=C(C(=CC=C1)C)N1C=CN2C1=NCC2 (7-(2-chloro-6-methyl-phenyl)-2,3-dihydro-imidazo[1,2-α]-imidazole). The yield is 23.5%. RXN SMILES: [Cl:1][C:2]1[CH:7]=[CH:6][CH:5]=[C:4]([CH3:8])[C:3]=1[N:9]1[C:13]2=[N:14][CH2:15][CH2:16][N:12]2[CH:11](O)[CH2:10]1>Cl>[Cl:1][C:2]1[CH:7]=[CH:6][CH:5]=[C:4]([CH3:8])[C:3]=1[N:9]1[C:13]2=[N:14][CH2:15][CH2:16][N:12]2[CH:11]=[CH:10]1. Reported procedure: 5 gm (0.02 mol) of 7-(2-chloro-6-methyl-phenyl)-5-hydroxy-2,3,5,6-tetrahydro-imidazo[1,2-α]-imidazole were slowly heated to 180° C. on an oil bath, while stirring, and allowed to remain at that temperature for about 5 minutes. The molten mass was allowed to cool, was then dissolved in dilute hydrochloric acid, and the solution was extracted once with ether. The ethereal extract solution was discarded. The acidic aqueous phase was made alkaline with 2 N sodium hydroxide and was then extracted sev...